From a dataset of the Open Reaction Database (ORD), a public repository of structured organic reaction records. describe an organic reaction: reactants, conditions, products, and yield The reactants are O.C1(=CC(O)=CC(C)=C1)O (orcinol monohydrate), FC=1C=C(C=CC1)S(=O)(=O)Cl (3-fluorobenzenesulfonyl chloride), C(=O)(O)[O-].[Na+] (NaHCO3). Solvent: C(C)OCC (diethyl ether). Conditions: time 3 day. The product is FC=1C=C(C=CC1)S(=O)(=O)OC=1C=C(C=C(C1)C)O (3-(3-Fluorophenylsulfonyloxy)-5-methylphenol). Yield: 64.3%. RXN SMILES: O.[C:2]1([OH:10])[CH:9]=[C:7]([CH3:8])[CH:6]=[C:4]([OH:5])[CH:3]=1.[F:11][C:12]1[CH:13]=[C:14]([S:18](Cl)(=[O:20])=[O:19])[CH:15]=[CH:16][CH:17]=1.C([O-])(O)=O.[Na+]>C(OCC)C>[F:11][C:12]1[CH:13]=[C:14]([S:18]([O:5][C:4]2[CH:3]=[C:2]([OH:10])[CH:9]=[C:7]([CH3:8])[CH:6]=2)(=[O:20])=[O:19])[CH:15]=[CH:16][CH:17]=1 |f:0.1,3.4|. Reported procedure: To a solution of 0.704 g (5.67 mmol) of orcinol monohydrate and 1.00 g (5.15 mmol) of 3-fluorobenzenesulfonyl chloride in 25 mL of diethyl ether was added 25 mL of saturated aqueous NaHCO3 and the biphasic mixture was stirred vigorously at ambient temperature for 3 days. The layers were separated and the aqueous layer extracted with 2×30 mL of ethyl acetate. The combined organic layers were washed with 50 mL of brine, dried (Na2SO4) and concentrated to 1.41 g of a pale amber-colored oil. This ma... Isolated yield 48.2%. Product: OCC=1C(=NC=CC1C1=CN(C(C(=C1)NC1=NC=NC=C1)=O)C)N1C(C=2N(C=3CCCCC3C2)CC1)=O (2-[3′-Hydroxymethyl-1-methyl-6-oxo-5-(pyrimidin-4-ylamino)-1,6-dihydro-[3,4′]bipyridinyl-2′-yl]-3,4,6,7,8,9-hexahydro-2H-pyrazino[1,2-a]indol-1-one). Solvent: CC(C)O.C1CCOC1 (iPrOH THF), O (H2O). Reactants: C(C)(=O)OCC=1C(=NC=CC1C1=CN(C(C(=C1)NC1=NC=NC=C1)=O)C)N1C(C=2N(C=3CCCCC3C2)CC1)=O ((4-(1-Methyl-6-oxo-5-(pyrimidin-4-ylamino)-1,6-dihydropyridin-3-yl)-2-(1-oxo-3,4,6,7,8,9-hexahydropyrazino[1,2-a]indol-2(1H)-yl)pyridin-3-yl)methyl Acetate), [Li+].[OH-] (LiOH). Run at temperature 35 celsius, time 0.5 hour. Procedure details: A mixture of 142b (121.6 mg, 0.225 mmol) and LiOH (100 mg, 4.2 mmol) in iPrOH/THF (1:1, 4 mL) and H2O (1 mL) was stirred at 35° C. for 0.5 h. The mixture was evaporated in vacuo and the residue was extracted with EtOAc (20 mL×3). The combined EtOAc extract was concentrated under reduced pressure and the residue was purified by reverse-phase prep-HPLC to afford 142 (54 mg, 48.2%) as a pale yellow solid. LCMS: [M+H]+ 498.1. 1H NMR (500 MHz, DMSO-d6) δ 9.23 (s, 1H), 8.76 (d, J=2.5, 1H), 8.65 (s, 1H... As a reaction SMILES: C([O:4][CH2:5][C:6]1[C:7]([N:27]2[CH2:39][CH2:38][N:30]3[C:31]4[CH2:32][CH2:33][CH2:34][CH2:35][C:36]=4[CH:37]=[C:29]3[C:28]2=[O:40])=[N:8][CH:9]=[CH:10][C:11]=1[C:12]1[CH:17]=[C:16]([NH:18][C:19]2[CH:24]=[CH:23][N:22]=[CH:21][N:20]=2)[C:15](=[O:25])[N:14]([CH3:26])[CH:13]=1)(=O)C.[Li+].[OH-]>CC(O)C.C1COCC1.O>[OH:4][CH2:5][C:6]1[C:7]([N:27]2[CH2:39][CH2:38][N:30]3[C:31]4[CH2:32][CH2:33][CH2:34][CH2:35][C:36]=4[CH:37]=[C:29]3[C:28]2=[O:40])=[N:8][CH:9]=[CH:10][C:11]=1[C:12]1[CH:17]=[C:16]([NH:18][C:19]2[CH:24]=[CH:23][N:22]=[CH:21][N:20]=2)[C:15](=[O:25])[N:14]([CH3:26])[CH:13]=1 |f:1.2,3.4|. Starting materials: CNS(=O)(=O)C (N-methyl methanesulfonamide), C[O-].[K+] (potassium methoxide), O (water), FC1=C(C=CC=C1)[N+](=O)[O-] (2-Fluoronitrobenzene). Run in CN(C=O)C (dimethylformamide). Conditions: time 15 minute. Yields the product CN(S(=O)(=O)C)C1=C(C=CC=C1)[N+](=O)[O-] (N-methyl-N-(2-nitrophenyl)methanesulfonamide). Isolated yield 74.4%. RXN SMILES: [CH3:1][NH:2][S:3]([CH3:6])(=[O:5])=[O:4].C[O-].[K+].F[C:11]1[CH:16]=[CH:15][CH:14]=[CH:13][C:12]=1[N+:17]([O-:19])=[O:18].O>CN(C)C=O>[CH3:1][N:2]([C:11]1[CH:16]=[CH:15][CH:14]=[CH:13][C:12]=1[N+:17]([O-:19])=[O:18])[S:3]([CH3:6])(=[O:5])=[O:4] |f:1.2|. Procedure: To 3.2 g of N-methyl methanesulfonamide in 50 ml of dry dimethylformamide is added 1.47 g of potassium methoxide. The mixture is stirred for 15 minutes. 2.8 g of 2-Fluoronitrobenzene is added and the mixture is heated to reflux for two hours. The dimethylformamide is removed on a rotary evaporator. The concentrated reaction mixture is poured into water. The crude product is extracted with CH2Cl2. The crude extracts are dried with MgSO4, filtered and concentrated on a rotary evaporator. The crude... Reactants: CO, C=CC1C(CO)C1C(=O)OCC. Yields the product CCOC(=O)C1C(CC)C1CO. RXN SMILES: [CH3:13][OH:14].[OH:1][CH2:2][CH:3]1[CH:4]([C:8](=[O:9])[O:10][CH2:11][CH3:12])[CH:5]1[CH:6]=[CH2:7]>>[OH:1][CH2:2][CH:3]1[CH:4]([C:8](=[O:9])[O:10][CH2:11][CH3:12])[CH:5]1[CH2:6][CH3:7].